Dataset: the Open Reaction Database (ORD), a public repository of structured organic reaction records. Task: describe an organic reaction: reactants, conditions, products, and yield Reactants: C(O)([O-])=O.[Na+] (sodium hydrogen carbonate), FC=1C(=NC(N([C@H]2[C@H](O)[C@H](O)[C@@H](C)O2)C1)=O)N (5'-deoxy-5-fluorocytidine), O.C1(=CC=C(C=C1)S(=O)(=O)O)C (p-toluenesulfonic acid monohydrate), COC(C)(C)OC (2,2-dimethoxypropane). The solvent is CC(=O)C (acetone). Reaction conditions: time 4 hour. Product: C[C@@H]1[C@@H]2[C@H]([C@@H](O1)N3C=C(C(=NC3=O)N)F)OC(O2)(C)C (5'-deoxy-5-fluoro-2',3'-O-isopropylidenecytidine). Yield: 100.0%. Reaction SMILES: [F:1][C:2]1[C:3]([NH2:17])=[N:4][C:5](=[O:16])[N:6]([CH:15]=1)[C@@H:7]1[O:14][C@H:12]([CH3:13])[C@@H:10]([OH:11])[C@H:8]1[OH:9].O.[C:19]1(C)[CH:24]=CC(S(O)(=O)=O)=C[CH:20]=1.COC(OC)(C)C.C(=O)([O-])O.[Na+]>CC(C)=O>[CH3:13][C@H:12]1[O:14][C@@H:7]([N:6]2[C:5](=[O:16])[N:4]=[C:3]([NH2:17])[C:2]([F:1])=[CH:15]2)[C@@H:8]2[O:9][C:19]([CH3:24])([CH3:20])[O:11][C@H:10]12 |f:1.2,4.5|. Reported procedure: A solution of 5'-deoxy-5-fluorocytidine (490 mg), p-toluenesulfonic acid monohydrate (418 mg) and 2,2-dimethoxypropane (984 μl) in acetone (10 ml) was stirred for 1.5 hour at room temperature. To the solution was added sodium hydrogen carbonate (900 mg) and the mixture was stirred for 4 hours at room temperature. The precipitate was filtered off and washed with acetone. The combined filtrate was concentrated under reduced pressure. The residue was purified by silica gel column chromatography (di...